The task is: describe an organic reaction: reactants, conditions, products, and yield. This data is from the Open Reaction Database (ORD), a public repository of structured organic reaction records. Starting materials: C1CCOC1, Cc1oc(-c2ccc(C(F)(F)F)cc2)cc1C(=O)Nc1cccc(CO)c1. Product: Cc1oc(-c2ccc(C(F)(F)F)cc2)cc1C(=O)Nc1cccc(C=O)c1. RXN SMILES: [O:28]1[CH2:29][CH2:30][CH2:31][CH2:32]1.[OH:1][CH2:2][c:3]1[cH:4][c:5]([NH:9][C:10](=[O:11])[c:12]2[c:13]([CH3:27])[o:14][c:15](-[c:17]3[cH:18][cH:19][c:20]([C:23]([F:24])([F:25])[F:26])[cH:21][cH:22]3)[cH:16]2)[cH:6][cH:7][cH:8]1>>[O:1]=[CH:2][c:3]1[cH:4][c:5]([NH:9][C:10](=[O:11])[c:12]2[c:13]([CH3:27])[o:14][c:15](-[c:17]3[cH:18][cH:19][c:20]([C:23]([F:24])([F:25])[F:26])[cH:21][cH:22]3)[cH:16]2)[cH:6][cH:7][cH:8]1. The reactants are CC(=O)[O-], CS(C)=O, O=C(CO[N+](=O)[O-])Cc1ccc(I)cc1, [Na+], O, O, O, O. Product: O=CC(=O)Cc1ccc(I)cc1. As a reaction SMILES: [C:19]([O-:20])(=[O:21])[CH3:22].[CH3:25][S:26]([CH3:27])=[O:28].[N+:1]([O-:2])([O:3][CH2:4][C:5]([CH2:6][c:7]1[cH:8][cH:9][c:10]([I:13])[cH:11][cH:12]1)=[O:14])=[O:15].[Na+:23].[OH2:16].[OH2:17].[OH2:18].[OH2:24]>>[O:3]=[CH:4][C:5]([CH2:6][c:7]1[cH:8][cH:9][c:10]([I:13])[cH:11][cH:12]1)=[O:14]. Reactants: [OH-].[Na+] (sodium hydroxide), FC=1C=C(C=CC1OCC1=NC2=CC=CC=C2C=C1)CC(=O)OC (Methyl 2-[3-fluoro-4-(quinolin-2-yl-methoxy)phenyl]acetate), Cl (hydrochloric acid). Solvent: CO (methanol). Reaction conditions: time 3 hour. The product is FC=1C=C(C=CC1OCC1=NC2=CC=CC=C2C=C1)CC(=O)O (2-[3-Fluoro-4-(quinolin-2-yl-methoxy)phenyl]-acetic acid). RXN SMILES: [F:1][C:2]1[CH:3]=[C:4]([CH2:20][C:21]([O:23]C)=[O:22])[CH:5]=[CH:6][C:7]=1[O:8][CH2:9][C:10]1[CH:19]=[CH:18][C:17]2[C:12](=[CH:13][CH:14]=[CH:15][CH:16]=2)[N:11]=1.[OH-].[Na+].Cl>CO>[F:1][C:2]1[CH:3]=[C:4]([CH2:20][C:21]([OH:23])=[O:22])[CH:5]=[CH:6][C:7]=1[O:8][CH2:9][C:10]1[CH:19]=[CH:18][C:17]2[C:12](=[CH:13][CH:14]=[CH:15][CH:16]=2)[N:11]=1 |f:1.2|. Procedure details: 25 g (0.077 mol) of the compound from Example XIV are dissolved in 300 ml of methanol and 125 ml of 1 molar sodium hydroxide solution are added. The mixture is stirred at the boiling point for 3 h, allowed to cool and neutralised with 1N hydrochloric acid. The whole is evaporated to dryness in vacuo, and covered with 50 ml of water and with 150 ml of dichloromethane. The dichloromethane phase is dried and the solvent is evaporated in vacuo. Colourless crystals remain. The reactants are O (water), C(CCC)C=1NC2=C(N1)C=CC=C2 (2-n-Butyl benzimidazole), C([O-])([O-])=O.[K+].[K+] (potassium carbonate), BrCC(=O)OCC (ethyl bromoacetate). The solvent is CN(C=O)C (dimethylformamide). Reaction conditions: time 8 hour. Yields the product C(CCC)C1=NC2=C(N1CC(=O)O)C=CC=C2 (2-n-butyl-1H-benzimidazole-1-acetic acid). Yield: 56.5%. Reaction SMILES: [CH2:1]([C:5]1[NH:6][C:7]2[CH:13]=[CH:12][CH:11]=[CH:10][C:8]=2[N:9]=1)[CH2:2][CH2:3][CH3:4].C(=O)([O-])[O-].[K+].[K+].Br[CH2:21][C:22]([O:24]CC)=[O:23].O>CN(C)C=O>[CH2:1]([C:5]1[N:6]([CH2:21][C:22]([OH:24])=[O:23])[C:7]2[CH:13]=[CH:12][CH:11]=[CH:10][C:8]=2[N:9]=1)[CH2:2][CH2:3][CH3:4] |f:1.2.3|. Reported procedure: 2-n-Butyl benzimidazole (3.00 g, 17.22 mmol) was mixed with powdered potassium carbonate (2.62 g, 19 mmol) and diluted with 25 mL dimethylformamide. To this was added ethyl bromoacetate (18.94 mmol). The reaction mixture was stirred at ambient temperature overnight and poured into 150 mL of water. The resulting crystals were filtered, and recrystallized from hexane to give 2.26 g (50%) of a solid; mp 70°-71° C. As a reaction SMILES: [Si:1]([O:8][C@@H:9]([C@@H:11]1[C@@H:14]([C@H:15]([C:17]([OH:19])=O)[CH3:16])[N:13]([CH2:20][C:21]([O:23][C:24]([CH3:27])([CH3:26])[CH3:25])=[O:22])[C:12]1=[O:28])[CH3:10])([C:4]([CH3:7])([CH3:6])[CH3:5])([CH3:3])[CH3:2].[SH:29][C:30]1[CH:35]=[CH:34][CH:33]=[CH:32][N:31]=1.Cl.C(N=C=NCCCN(C)C)C>O1CCCC1.C(OCC)C.O>[Si:1]([O:8][C@@H:9]([C@@H:11]1[C@@H:14]([C@H:15]([C:17]([S:29][C:30]2[CH:35]=[CH:34][CH:33]=[CH:32][N:31]=2)=[O:19])[CH3:16])[N:13]([CH2:20][C:21]([O:23][C:24]([CH3:26])([CH3:25])[CH3:27])=[O:22])[C:12]1=[O:28])[CH3:10])([C:4]([CH3:7])([CH3:5])[CH3:6])([CH3:2])[CH3:3] |f:2.3|. Procedure details: To a solution of (3S,4S)-3-[(1R)-1-t-butyldimethylsilyloxyethyl]-4-[(1R)-1-carboxyethyl]-1-(t-butyloxycarbonylmethyl)azetidin-2-one (100 mg) and 2-mercaptopyridine (35 mg) in dry tetrahydrofuran (4 ml), there was added 1-ethyl-3-(3-dimethylaminopropyl)carbodiimide hydrochloride (100 mg) under ice-cooling, followed by stirring overnight. The reaction mixture was diluted with diethyl ether and water. The organic layer was separated from the aqueous layer, washed with brine, dried over sodium sulfa... Reaction conditions: time 8 hour. The product is [Si](C)(C)(C(C)(C)C)O[C@H](C)[C@H]1C(N([C@@H]1[C@@H](C)C(=O)SC1=NC=CC=C1)CC(=O)OC(C)(C)C)=O ((3S,4S)-3-[(1R)-1-t-butyldimethylsilyloxyethyl]-4-[(1R)-1-(2-pyridylthio)carbonylethyl]-1-(t-butyloxycarbonylmethyl)azetidin-2-one). Run in C(C)OCC (diethyl ether), O (water), O1CCCC1 (tetrahydrofuran). The reactants are [Si](C)(C)(C(C)(C)C)O[C@H](C)[C@H]1C(N([C@@H]1[C@@H](C)C(=O)O)CC(=O)OC(C)(C)C)=O ((3S,4S)-3-[(1R)-1-t-butyldimethylsilyloxyethyl]-4-[(1R)-1-carboxyethyl]-1-(t-butyloxycarbonylmethyl)azetidin-2-one), SC1=NC=CC=C1 (2-mercaptopyridine), Cl.C(C)N=C=NCCCN(C)C (1-ethyl-3-(3-dimethylaminopropyl)carbodiimide hydrochloride). Starting materials: C(C)N(CC(COC1=CC=C(C#N)C=C1)O)CCCS(=O)CCC (4-[3-[ethyl[3-(propylsulfinyl)propyl]amino]-2-hydroxypropoxy]-benzonitrile), P1(=O)(OC2=C(C=CC=C2)C2=C(C=CC=C2)O1)O (biphenyl-2,2'-diyl hydrogen phosphate). Product: OCCN(CCCOC1=CC=C(C#N)C=C1)CCCS(=O)C (4-[3-[(2-hydroxyethyl)[3-(methylsulfinyl)propyl]amino]propoxy]-benzonitrile). As a reaction SMILES: [CH2:1]([N:3]([CH2:17][CH2:18][CH2:19][S:20]([CH2:22]CC)=[O:21])[CH2:4][CH:5](O)[CH2:6][O:7][C:8]1[CH:15]=[CH:14][C:11]([C:12]#[N:13])=[CH:10][CH:9]=1)[CH3:2].P1(O)(OC2C=CC=CC=2C2C=CC=CC=2O1)=[O:26]>>[OH:26][CH2:2][CH2:1][N:3]([CH2:17][CH2:18][CH2:19][S:20]([CH3:22])=[O:21])[CH2:4][CH2:5][CH2:6][O:7][C:8]1[CH:15]=[CH:14][C:11]([C:12]#[N:13])=[CH:10][CH:9]=1. Reported procedure: 4-[3-[ethyl[3-(propylsulfinyl)propyl]amino]-2-hydroxypropoxy]-benzonitrile, addition salt with biphenyl-2,2'-diyl hydrogen phosphate Reactants: NC=1C=C(C=CC1OC)C=1OC2=C(N1)C=C(C=C2)Br (2-(3-amino-4-methoxyphenyl)-5-bromobenzoxazole), C1=CC2=C(C=C1C(=O)O)C(=O)OC2=O (1,2,4-benzenetricarboxylic anhydride). Product: BrC=1C=CC2=C(N=C(O2)C=2C=CC(=C(C2)N2C(C3=CC=C(C=C3C2=O)C(=O)O)=O)OC)C1 (2-[5-(5-Bromobenzoxazol-2-yl)-2-methoxyphenyl]-1,3-dioxo-2,3-dihydro-1H-isoindole-5-carboxylic acid). RXN SMILES: [NH2:1][C:2]1[CH:3]=[C:4]([C:10]2[O:11][C:12]3[CH:18]=[CH:17][C:16]([Br:19])=[CH:15][C:13]=3[N:14]=2)[CH:5]=[CH:6][C:7]=1[O:8][CH3:9].[CH:20]1[C:25]([C:26]([OH:28])=[O:27])=[CH:24][C:23]2[C:29]([O:31][C:32](=O)[C:22]=2[CH:21]=1)=[O:30]>>[Br:19][C:16]1[CH:17]=[CH:18][C:12]2[O:11][C:10]([C:4]3[CH:5]=[CH:6][C:7]([O:8][CH3:9])=[C:2]([N:1]4[C:29](=[O:30])[C:23]5[C:22](=[CH:21][CH:20]=[C:25]([C:26]([OH:28])=[O:27])[CH:24]=5)[C:32]4=[O:31])[CH:3]=3)=[N:14][C:13]=2[CH:15]=1. Reported procedure: Prepared by the method of Example 1b), from 2-(3-amino-4-methoxyphenyl)-5-bromobenzoxazole (166 mg, 0.5 mmol) and 1,2,4-benzenetricarboxylic anhydride (100 mg, 0.5 mmol) the title compound was obtained (238 mg, 93%). 1H NMR (DMSO) δ 8.44(dd, 1H), 8.32(m, 3H), 8.10(d, 1H), 8.02(d, 1H), 7.77(d, 1H), 7.57(dd, 1H), 7.48(d, 1H). MS 490.9 m/z (M−H)−.